Dataset: the Open Reaction Database (ORD), a public repository of structured organic reaction records. Task: describe an organic reaction: reactants, conditions, products, and yield Reactants: CCOC(=O)CCNC(=O)c1ccc(NC(COc2ccccc2)c2oc3ccccc3c2C)cc1, CCO, [Na+], C1CCOC1, [OH-]. Yields the product Cc1c(C(COc2ccccc2)Nc2ccc(C(=O)NCCC(=O)O)cc2)oc2ccccc12. RXN SMILES: [CH3:1][c:2]1[c:3]([CH:11]([CH2:12][O:13][c:14]2[cH:15][cH:16][cH:17][cH:18][cH:19]2)[NH:20][c:21]2[cH:22][cH:23][c:24]([C:27](=[O:28])[NH:29][CH2:30][CH2:31][C:32](=[O:33])[O:34][CH2:35][CH3:36])[cH:25][cH:26]2)[o:4][c:5]2[c:6]1[cH:7][cH:8][cH:9][cH:10]2.[CH3:44][CH2:45][OH:46].[Na+:43].[O:37]1[CH2:38][CH2:39][CH2:40][CH2:41]1.[OH-:42]>>[CH3:1][c:2]1[c:3]([CH:11]([CH2:12][O:13][c:14]2[cH:15][cH:16][cH:17][cH:18][cH:19]2)[NH:20][c:21]2[cH:22][cH:23][c:24]([C:27](=[O:28])[NH:29][CH2:30][CH2:31][C:32](=[O:33])[OH:34])[cH:25][cH:26]2)[o:4][c:5]2[c:6]1[cH:7][cH:8][cH:9][cH:10]2. Starting materials: CC1=C(SC(=C1)N1C(N(CC1)CCOC1=CC=CC=C1)=O)C(=O)O (3-methyl-5-(2-oxo-3-(2-phenoxyethyl)imidazolidin-1-yl)thiophene-2-carboxylic acid), C(C)(C)(C)OC(=O)NC1=CC=C(CN2C(N(CC2)C2=CC(=C(S2)C(=O)O)C)=O)C=C1 (5-(3-(4-(tert-butoxycarbonylamino)benzyl)-2-oxoimidazolidin-1-yl)-3-methylthiophene-2-carboxylic acid), NCC=1C=NC=CC1 (3-(aminomethyl)pyridine). The product is CC=1C=C(SC1C(NCC=1C=NC=CC1)=O)N1C(N(CC1)CC1=CC=C(C=C1)NC(OC(C)(C)C)=O)=O (tert-butyl 4-((3-(4-methyl-5-(pyridin-3-ylmethylcarbamoyl)thiophen-2-yl)-2-oxoimidazolidin-1-yl)methyl)phenylcarbamate). Isolated yield 75.0%. RXN SMILES: CC1C=C(N2CCN(CCOC3C=CC=CC=3)C2=O)SC=1C(O)=O.[C:25]([O:29][C:30]([NH:32][C:33]1[CH:54]=[CH:53][C:36]([CH2:37][N:38]2[CH2:42][CH2:41][N:40]([C:43]3[S:47][C:46]([C:48](O)=[O:49])=[C:45]([CH3:51])[CH:44]=3)[C:39]2=[O:52])=[CH:35][CH:34]=1)=[O:31])([CH3:28])([CH3:27])[CH3:26].[NH2:55][CH2:56][C:57]1[CH:58]=[N:59][CH:60]=[CH:61][CH:62]=1>>[CH3:51][C:45]1[CH:44]=[C:43]([N:40]2[CH2:41][CH2:42][N:38]([CH2:37][C:36]3[CH:35]=[CH:34][C:33]([NH:32][C:30](=[O:31])[O:29][C:25]([CH3:27])([CH3:28])[CH3:26])=[CH:54][CH:53]=3)[C:39]2=[O:52])[S:47][C:46]=1[C:48](=[O:49])[NH:55][CH2:56][C:57]1[CH:58]=[N:59][CH:60]=[CH:61][CH:62]=1. Reported procedure: Following the procedures as described in Example 55, making variations as required to replace 3-methyl-5-(2-oxo-3-(2-phenoxyethyl)imidazolidin-1-yl)thiophene-2-carboxylic acid with 5-(3-(4-(tert-butoxycarbonylamino)benzyl)-2-oxoimidazolidin-1-yl)-3-methylthiophene-2-carboxylic acid to react with 3-(aminomethyl)pyridine, the title compound was obtained as a beige solid in 75% yield: 1H NMR (300 MHz, CDCl3) δ 8.60 (s, 1H), 8.53 (d, J=4.5 Hz, 1H), 7.70 (d, J=7.8 Hz, 1H), 7.33 (d, J=8.3 Hz, 2H), 7.2... Reactants: O=C([O-])[O-], O=[N+]([O-])c1ccccc1F, [K+], [K+], CN(C)C=O, Sc1ccncc1. Product: O=[N+]([O-])c1ccccc1Sc1ccncc1. As a reaction SMILES: [C:18](=[O:19])([O-:20])[O-:21].[F:8][c:9]1[c:10]([N+:15](=[O:16])[O-:17])[cH:11][cH:12][cH:13][cH:14]1.[K+:22].[K+:23].[O:24]=[CH:25][N:26]([CH3:27])[CH3:28].[SH:1][c:2]1[cH:3][cH:4][n:5][cH:6][cH:7]1>>[S:1]([c:2]1[cH:3][cH:4][n:5][cH:6][cH:7]1)[c:9]1[c:10]([N+:15](=[O:16])[O-:17])[cH:11][cH:12][cH:13][cH:14]1. The reactants are CSc1ccc(S)cc1, O=Cc1ccncc1Cl, CN(C)C=O. The product is CSc1ccc(Sc2cnccc2C=O)cc1. RXN SMILES: [CH3:10][S:11][c:12]1[cH:13][cH:14][c:15]([SH:18])[cH:16][cH:17]1.[Cl:1][c:2]1[c:3]([CH:4]=[O:5])[cH:6][cH:7][n:8][cH:9]1.[O:19]=[CH:20][N:21]([CH3:22])[CH3:23]>>[c:2]1([S:18][c:15]2[cH:14][cH:13][c:12]([S:11][CH3:10])[cH:17][cH:16]2)[c:3]([CH:4]=[O:5])[cH:6][cH:7][n:8][cH:9]1. Reactants: CC1CN(c2nc3ccccc3s2)CC(C)N1, O=C(NCC(F)(F)F)C1(CCCCBr)c2ccccc2Oc2ccccc21. The product is CC1CN(c2nc3ccccc3s2)CC(C)N1CCCCC1(C(=O)NCC(F)(F)F)c2ccccc2Oc2ccccc21. As a reaction SMILES: [CH3:28][CH:29]1[CH2:30][N:31]([c:36]2[s:37][c:38]3[c:39]([n:40]2)[cH:41][cH:42][cH:43][cH:44]3)[CH2:32][CH:33]([CH3:35])[NH:34]1.[F:1][C:2]([CH2:3][NH:4][C:5](=[O:6])[C:7]1([CH2:21][CH2:22][CH2:23][CH2:24][Br:25])[c:8]2[cH:9][cH:10][cH:11][cH:12][c:13]2[O:14][c:15]2[cH:16][cH:17][cH:18][cH:19][c:20]21)([F:26])[F:27]>>[F:1][C:2]([CH2:3][NH:4][C:5](=[O:6])[C:7]1([CH2:21][CH2:22][CH2:23][CH2:24][N:34]2[CH:29]([CH3:28])[CH2:30][N:31]([c:36]3[s:37][c:38]4[c:39]([n:40]3)[cH:41][cH:42][cH:43][cH:44]4)[CH2:32][CH:33]2[CH3:35])[c:8]2[cH:9][cH:10][cH:11][cH:12][c:13]2[O:14][c:15]2[cH:16][cH:17][cH:18][cH:19][c:20]21)([F:26])[F:27]. As a reaction SMILES: Br[C:2]1[CH:15]=[CH:14][C:13]2[C:12](=[O:16])[C:11]3[C:6](=[CH:7][CH:8]=[C:9](Br)[CH:10]=3)[C:5](=[O:18])[C:4]=2[CH:3]=1.[C:19]1(B(O)O)[C:28]2[C:23](=[CH:24][CH:25]=[CH:26][CH:27]=2)[CH:22]=[CH:21][CH:20]=1.P([O-])([O-])([O-])=O.[K+].[K+].[K+].C1(C)C=CC=CC=1P([C:54]1[CH:59]=[CH:58][CH:57]=[CH:56][C:55]=1[CH3:60])C1C=CC=CC=1C.[C:62]1(C)[CH:67]=CC=C[CH:63]=1>O1CCOCC1.C([O-])(=O)C.[Pd+2].C([O-])(=O)C.O>[C:19]1([C:9]2[CH:8]=[CH:7][C:6]3[C:5](=[O:18])[C:4]4[C:13](=[CH:14][CH:15]=[C:2]([C:56]5[C:55]6[C:54](=[CH:63][CH:62]=[CH:67][CH:60]=6)[CH:59]=[CH:58][CH:57]=5)[CH:3]=4)[C:12](=[O:16])[C:11]=3[CH:10]=2)[C:28]2[C:23](=[CH:24][CH:25]=[CH:26][CH:27]=2)[CH:22]=[CH:21][CH:20]=1 |f:2.3.4.5,9.10.11|. The reactants are C1(=CC=CC=C1)C (toluene), BrC1=CC=2C(C3=CC=C(C=C3C(C2C=C1)=O)Br)=O (2,6-dibromoanthraquinone), C1(=CC=CC2=CC=CC=C12)B(O)O (1-naphthylboronic acid), P(=O)([O-])([O-])[O-].[K+].[K+].[K+] (potassium phosphate), C1(=C(C=CC=C1)P(C1=C(C=CC=C1)C)C1=C(C=CC=C1)C)C (tri-o-tolylphosphine). The solvent is O1CCOCC1 (dioxane), O (water). The reagents and catalysts are C(C)(=O)[O-].[Pd+2].C(C)(=O)[O-] (palladium(II) acetate). Yields the product C1(=CC=CC2=CC=CC=C12)C1=CC=2C(C3=CC=C(C=C3C(C2C=C1)=O)C1=CC=CC2=CC=CC=C12)=O (2,6-Bisnaphth-1-ylanthraquinone). Procedure details: A suspension of 28.7 g (100 mmol) of 2,6-dibromoanthraquinone, 44.7 g (260 mmol) of 1-naphthylboronic acid, 89.2 g (420 mmol) of potassium phosphate, 1.8 g (6 mmol) of tri-o-tolylphosphine and 225 mg (1 mmol) of palladium(II) acetate in a mixture of 200 ml of dioxane, 400 ml of toluene and 500 ml of water is refluxed for 16 h. After cooling, the solid is filtered off with suction, washed three times with 100 ml of water each time and three times with 100 ml of ethanol each time, dried in vacuo a... Reactants: C1(=CC=CC=C1)O (phenol), ClC(=O)C1=CC=C(C=C1)CN1C(N(C(C1=O)=O)CC1=CC=C(C=C1)C(=O)Cl)(C)C (1,3-bis-(4'-chlorocarbonylphenylmethyl)-2,2-dimethylimidazolidine-4,5-dione). The solvent is N1=CC=CC=C1 (pyridine). The product is O(C1=CC=CC=C1)C(=O)C1=CC=C(C=C1)CN1C(N(C(C1=O)=O)CC1=CC=C(C=C1)C(=O)OC1=CC=CC=C1)(C)C (1,3-bis-(4'-phenoxycarbonylphenylmethyl)-2,2-dimethylimidazolidine-4,5-dion). Reaction SMILES: [C:1]1([OH:7])[CH:6]=[CH:5][CH:4]=[CH:3][CH:2]=1.Cl[C:9]([C:11]1[CH:16]=[CH:15][C:14]([CH2:17][N:18]2[C:22](=[O:23])[C:21](=[O:24])[N:20]([CH2:25][C:26]3[CH:31]=[CH:30][C:29]([C:32](Cl)=[O:33])=[CH:28][CH:27]=3)[C:19]2([CH3:36])[CH3:35])=[CH:13][CH:12]=1)=[O:10]>N1C=CC=CC=1>[O:7]([C:9]([C:11]1[CH:16]=[CH:15][C:14]([CH2:17][N:18]2[C:22](=[O:23])[C:21](=[O:24])[N:20]([CH2:25][C:26]3[CH:31]=[CH:30][C:29]([C:32]([O:7][C:1]4[CH:6]=[CH:5][CH:4]=[CH:3][CH:2]=4)=[O:33])=[CH:28][CH:27]=3)[C:19]2([CH3:36])[CH3:35])=[CH:13][CH:12]=1)=[O:10])[C:1]1[CH:6]=[CH:5][CH:4]=[CH:3][CH:2]=1. Procedure: To a solution of 10 g (0.106 mole) of phenol in 20 ml of pyridine are added at room temperature, with stirring, 5 g (0.0115 mole) of 1,3-bis-(4'-chlorocarbonylphenylmethyl)-2,2-dimethylimidazolidine-4,5-dione. Starting materials: CC1CCC(C2=CC=CC=C12)=O (4-methyl-1-tetralone), BrBr (bromine), Example 29 ( a ). The solvent is C(C)(=O)OCC (ethyl acetate). Product: BrC1C(C2=CC=CC=C2C(C1)C)=O (2-bromo-4-methyl-1-tetralone). As a reaction SMILES: [CH3:1][CH:2]1[C:11]2[C:6](=[CH:7][CH:8]=[CH:9][CH:10]=2)[C:5](=[O:12])[CH2:4][CH2:3]1.[Br:13]Br>C(OCC)(=O)C>[Br:13][CH:4]1[CH2:3][CH:2]([CH3:1])[C:11]2[C:6](=[CH:7][CH:8]=[CH:9][CH:10]=2)[C:5]1=[O:12]. Reported procedure: 4.8 g (0.03 mole) of 4-methyl-1-tetralone are reacted with 4.8 g (0.03 mole) of bromine in ethyl acetate, analogously to the instructions indicated in Example 29 (a), to give 2-bromo-4-methyl-1-tetralone. The oily product is further processed immediately without further purification. Starting materials: OC1=C(C=O)C=CC=C1 (2-Hydroxybenzaldehyde), CC(CI)(CCCCCC)C (2,2-dimethyl-1-iodo octane). Product: CC(COC1=C(C=O)C=CC=C1)(CCCCCC)C (2-(2,2-dimethyl octyloxy) benzaldehyde). Reaction SMILES: [OH:1][C:2]1[CH:9]=[CH:8][CH:7]=[CH:6][C:3]=1[CH:4]=[O:5].[CH3:10][C:11]([CH3:20])([CH2:14][CH2:15][CH2:16][CH2:17][CH2:18][CH3:19])[CH2:12]I>>[CH3:10][C:11]([CH3:20])([CH2:14][CH2:15][CH2:16][CH2:17][CH2:18][CH3:19])[CH2:12][O:1][C:2]1[CH:9]=[CH:8][CH:7]=[CH:6][C:3]=1[CH:4]=[O:5]. Procedure: 2-Hydroxybenzaldehyde was condensed with 2,2-dimethyl-1-iodo octane to yield 2-(2,2-dimethyl octyloxy) benzaldehyde which was reduced to 2-(2,2-dimethyl octyloxy)benzyl alcohol and then converted to [2-(2,2-dimethyloctyloxy)phenyl]methyl]triphenylphosphonium bromide as in Example 1. Condensation of this phosphonium bromide with 7-formyl-3-methyl-2,4,6-octatrienoic acid ethyl ester as described in Example 3 followed by hydrolysis, as in Example 5, gave the (All-E)-3,7-Dimethyl-9-[2-[(2,2- dimethy...